This data is from the Open Reaction Database (ORD), a public repository of structured organic reaction records. The task is: describe an organic reaction: reactants, conditions, products, and yield Starting materials: CC([C@H](NC(=O)O[C@H]1[C@@H](C1)CCCC=C)C(=O)N1[C@H](C(=O)OC)C[C@H](C1)OC1=NC2=CC(=CC=C2N=C1C=C)OC)(C)C (methyl 3-methyl-N-({[(1R,2R)-2-pent-4-en-1-ylcyclopropyl]oxy}carbonyl)-L-valyl-(4R)-4-[(7-methoxy-3-vinylquinoxalin-2-yl)oxy]-L-prolinate). Reagents/catalysts: catalyst. Run in ClCCCl (DCE). Conditions: temperature 80 celsius, time 1 hour. The product is C(C)(C)(C)[C@@H]1NC(O[C@H]2[C@H](CCC/C=C/C=3C(=NC=4C=C(C=CC4N3)OC)O[C@@H]3C[C@H](N(C1=O)C3)C(=O)OC)C2)=O (methyl (1aR,5S,8S,10R,18E,22aR)-5-tert-butyl-14-methoxy-3,6-dioxo-1,1a,3,4,5,6,9,10,20,21,22,22a-dodecahydro-8H-7,10-methanocyclopropa[18,19][1,10,3,6]dioxadiazacyclononadecino[11,12-b]quinoxaline-8-carboxylate). Yield: 25.0%. Reaction SMILES: [CH3:1][C:2]([CH3:43])([CH3:42])[C@@H:3]([C:16]([N:18]1[CH2:26][C@H:25]([O:27][C:28]2[C:37]([CH:38]=C)=[N:36][C:35]3[C:30](=[CH:31][C:32]([O:40][CH3:41])=[CH:33][CH:34]=3)[N:29]=2)[CH2:24][C@H:19]1[C:20]([O:22][CH3:23])=[O:21])=[O:17])[NH:4][C:5]([O:7][C@@H:8]1[CH2:10][C@H:9]1[CH2:11][CH2:12][CH2:13][CH:14]=C)=[O:6]>ClCCCl>[C:2]([C@H:3]1[C:16](=[O:17])[N:18]2[CH2:26][C@@H:25]([CH2:24][C@H:19]2[C:20]([O:22][CH3:23])=[O:21])[O:27][C:28]2=[N:29][C:30]3[CH:31]=[C:32]([O:40][CH3:41])[CH:33]=[CH:34][C:35]=3[N:36]=[C:37]2[CH:38]=[CH:14][CH2:13][CH2:12][CH2:11][C@@H:9]2[CH2:10][C@H:8]2[O:7][C:5](=[O:6])[NH:4]1)([CH3:43])([CH3:1])[CH3:42]. Procedure details: A solution (0.02 M) of methyl 3-methyl-N-({[(1R,2R)-2-pent-4-en-1-ylcyclopropyl]oxy}carbonyl)-L-valyl-(4R)-4-[(7-methoxy-3-vinylquinoxalin-2-yl)oxy]-L-prolinate in DCE was heated to 80° C. then treated with Zhan 1 catalyst (0.15 eq). The resulting mixture was stirred at 80° C. for 1 h, then cooled to room temperature and concentrated under reduced pressure. The residue was purified by flash chromatography (20-50% EtOAc/petroleum ether) to give the title compound (25% for 2 steps) as a foam. MS (... The reactants are ClC1=NOC(=N1)C1CN(CC(C1)C1=CC=C(C=C1)C(F)(F)F)C(=O)N1CCOCC1 ({3-(3-Chloro-1,2,4-oxadiazol-5-yl)-5-[4-(trifluoromethyl)phenyl]piperidin-1-yl}(morpholin-4-yl)methanone), N1C[C@H](CC1)O ((3S)-pyrrolidin-3-ol). The solvent is C(C)O (ethanol). Conditions: time 2 hour. The product is O[C@@H]1CN(CC1)C1=NOC(=N1)C1CN(CC(C1)C1=CC=C(C=C1)C(F)(F)F)C(=O)N1CCOCC1 ((3-{3-[(3S)-3-Hydroxypyrrolidin-1-yl]-1,2,4-oxadiazol-5-yl}-5-[4-(trifluoromethyl)phenyl]-piperidin-1-yl)(morpholin-4-yl)methanone). Reaction SMILES: Cl[C:2]1[N:6]=[C:5]([CH:7]2[CH2:12][CH:11]([C:13]3[CH:18]=[CH:17][C:16]([C:19]([F:22])([F:21])[F:20])=[CH:15][CH:14]=3)[CH2:10][N:9]([C:23]([N:25]3[CH2:30][CH2:29][O:28][CH2:27][CH2:26]3)=[O:24])[CH2:8]2)[O:4][N:3]=1.[NH:31]1[CH2:35][CH2:34][C@H:33]([OH:36])[CH2:32]1>C(O)C>[OH:36][C@H:33]1[CH2:34][CH2:35][N:31]([C:2]2[N:6]=[C:5]([CH:7]3[CH2:12][CH:11]([C:13]4[CH:18]=[CH:17][C:16]([C:19]([F:22])([F:21])[F:20])=[CH:15][CH:14]=4)[CH2:10][N:9]([C:23]([N:25]4[CH2:30][CH2:29][O:28][CH2:27][CH2:26]4)=[O:24])[CH2:8]3)[O:4][N:3]=2)[CH2:32]1. Reported procedure: To a solution of 150 mg (0.337 mmol) of the oxadiazole from Example 23A in 2.25 ml of ethanol were added 588 mg (6.74 mmol) of (3S)-pyrrolidin-3-ol, and then the reaction mixture was stirred in the microwave at 80 for 2 h. The solvent was removed under reduced pressure and the crude product was purified by means of preparative The reactants are C(Cl)(Cl)Cl (CHCl3), BrCC=1CS[C@H]2N(C1C(=O)OC(C1=CC=CC=C1)C1=CC=CC=C1)C([C@H]2NC(CC=2SC=CC2)=O)=O (diphenylmethyl 3-bromomethyl-7β-(2-thienylacetamido)ceph-3-em-4-carboxylate), C(CCC)P(CCCC)CCCC (tri-n-butylphosphine). Solvent: petroleum ether, C(C)(=O)OCC (ethyl acetate), C(C)(=O)OCC (ethyl acetate). Product: [Br-].C1(=CC=CC=C1)C(OC(=O)C1=C(CS[C@H]2N1C([C@H]2NC(CC=2SC=CC2)=O)=O)C[P+](CCCC)(CCCC)CCCC)C2=CC=CC=C2 ([4-Diphenylmethoxycarbonyl-7β-(2-thienylacetamido)ceph-3-em-3-ylmethyl] tri-n-butylphosphonium bromide). RXN SMILES: [Br:1][CH2:2][C:3]1[CH2:4][S:5][C@@H:6]2[C@H:26]([NH:27][C:28](=[O:35])[CH2:29][C:30]3[S:31][CH:32]=[CH:33][CH:34]=3)[C:25](=[O:36])[N:7]2[C:8]=1[C:9]([O:11][CH:12]([C:19]1[CH:24]=[CH:23][CH:22]=[CH:21][CH:20]=1)[C:13]1[CH:18]=[CH:17][CH:16]=[CH:15][CH:14]=1)=[O:10].[CH2:37]([P:41]([CH2:46][CH2:47][CH2:48][CH3:49])[CH2:42][CH2:43][CH2:44][CH3:45])[CH2:38][CH2:39][CH3:40].C(Cl)(Cl)Cl>C(OCC)(=O)C>[Br-:1].[C:13]1([CH:12]([C:19]2[CH:20]=[CH:21][CH:22]=[CH:23][CH:24]=2)[O:11][C:9]([C:8]2[N:7]3[C:25](=[O:36])[C@@H:26]([NH:27][C:28](=[O:35])[CH2:29][C:30]4[S:31][CH:32]=[CH:33][CH:34]=4)[C@H:6]3[S:5][CH2:4][C:3]=2[CH2:2][P+:41]([CH2:42][CH2:43][CH2:44][CH3:45])([CH2:46][CH2:47][CH2:48][CH3:49])[CH2:37][CH2:38][CH2:39][CH3:40])=[O:10])[CH:18]=[CH:17][CH:16]=[CH:15][CH:14]=1 |f:4.5|. Procedure: A solution of diphenylmethyl 3-bromomethyl-7β-(2-thienylacetamido)ceph-3-em-4-carboxylate (583 mg.) in ethyl acetate (5 ml.) was treated with a solution of tri-n-butylphosphine (0.3 ml., ca. 2 equivalents) in ethyl acetate (2 ml.). After 10 minutes at room temperature the mixture was diluted with petroleum ether to give the phosphonium salt (690 mg.) as an amorphous solid, m.p. 65° - 70° [α]D23 - 35° (c 1.0 CHCl3), inflexion at 237 nm. (ε 12,460) and 258 nm. (ε 6,550), νmax 1770 (β-lactam), 1702... The reactants are BrC12C(N(CC13C1=C(C(C4=C2C=CC=C4)C3Br)C=CC=C1)C)=O (12b, 13-dibromo-2-methyl-2,3,8,12b-tetrahydro-1H-3a,8-methanodibenzo[3,4:6,7]-cyclohepta[1,2-c]pyrrol-1-one), C(CCC)[SnH](CCCC)CCCC (tributyltin hydride). The solvent is C1=CC=CC=C1 (benzene). The product is CN1C(C2C3(C1)C1=C(C(C4=C2C=CC=C4)C3)C=CC=C1)=O (2-methyl-2,3,8,12b-tetrahydro-1H-3a,8-methanodibenzo[3,4:6,7]cyclohepta[1,2-c]pyrrol-1-one). The yield is 70.8%. Reaction SMILES: Br[C:2]12[C:11]3[CH:12]=[CH:13][CH:14]=[CH:15][C:10]=3[CH:9]3[CH:16](Br)[C:6]1([C:7]1[CH:21]=[CH:20][CH:19]=[CH:18][C:8]=13)[CH2:5][N:4]([CH3:22])[C:3]2=[O:23].C([SnH](CCCC)CCCC)CCC>C1C=CC=CC=1>[CH3:22][N:4]1[CH2:5][C:6]23[CH2:16][CH:9]([C:10]4[CH:15]=[CH:14][CH:13]=[CH:12][C:11]=4[CH:2]2[C:3]1=[O:23])[C:8]1[CH:18]=[CH:19][CH:20]=[CH:21][C:7]3=1. Reported procedure: A mixture of 8.07 g of 1a, 17.2 g of freshly distilled tributyltin hydride and 50 ml of anhydrous benzene is heated under reflux under nitrogen for 3 days. Most of the benzene is removed and the residue is distilled through a short-path column (to 125° bath temperature, 1 micron). The pot residue is crystallized from isopropyl alcohol to give 3,63 g (71% yield) of 2-methyl-2,3,8,12b-tetrahydro-1H-3a,8-methanodibenzo[3,4:6,7]cyclohepta[1,2-c]pyrrol-1-one (1b), mp 141°-146°. A sample crystallized ... Starting materials: CCO, NN, COC(=O)c1ccc(N)cc1, O. Product: NNC(=O)c1ccc(N)cc1. As a reaction SMILES: [CH3:15][CH2:16][OH:17].[NH2:13][NH2:14].[NH2:1][c:2]1[cH:3][cH:4][c:5]([C:6](=[O:7])[O:8][CH3:9])[cH:10][cH:11]1.[OH2:12]>>[NH2:1][c:2]1[cH:3][cH:4][c:5]([C:6](=[O:7])[NH:13][NH2:14])[cH:10][cH:11]1.